describe an organic reaction: reactants, conditions, products, and yield From a dataset of the Open Reaction Database (ORD), a public repository of structured organic reaction records. Reactants: FC(C(=O)O)(F)F (Trifluoroacetic acid), CN1C(C(=CC2=CC=CC=C12)C(=O)NCC(=O)OC(C)(C)C)=O (tert-butyl 2-(1-methyl-2-oxo-1,2-dihydroquinoline-3-carboxamido)acetate). Conditions: time 15 minute. Yields the product CN1C(C(=CC2=CC=CC=C12)C(=O)NCC(=O)O)=O (2-(1-methyl-2-oxo-1,2-dihydroquinoline-3-carboxamido)acetic acid). Yield: 29.0%. Reaction SMILES: FC(F)(F)C(O)=O.[CH3:8][N:9]1[C:18]2[C:13](=[CH:14][CH:15]=[CH:16][CH:17]=2)[CH:12]=[C:11]([C:19]([NH:21][CH2:22][C:23]([O:25]C(C)(C)C)=[O:24])=[O:20])[C:10]1=[O:30]>>[CH3:8][N:9]1[C:18]2[C:13](=[CH:14][CH:15]=[CH:16][CH:17]=2)[CH:12]=[C:11]([C:19]([NH:21][CH2:22][C:23]([OH:25])=[O:24])=[O:20])[C:10]1=[O:30]. Reported procedure: Trifluoroacetic acid (1.00 ml, 13 mmol) was added to tert-butyl 2-(1-methyl-2-oxo-1,2-dihydroquinoline-3-carboxamido)acetate (0.021 g, 0.07 mmol) and stirred at room temperature for 15 minutes. Trifluoroacetic acid was removed under vacuum and the resulting solids were washed with water (3×), ether (3×) and dried in a vacuum oven at 50° C. to afford 2-(1-methyl-2-oxo-1,2-dihydroquinoline-3-carboxamido)acetic acid in 29% yield. Starting materials: C=CCNc1cccc(CC(=O)O)c1, CN(C)P(=O)(N(C)C)N(C)C, CI, CCO, [H-], [Na+]. Yields the product C=CCNc1cccc(CC(=O)OC)c1. RXN SMILES: [CH2:1]([CH:2]=[CH2:3])[NH:4][c:5]1[cH:6][c:7]([CH2:11][C:12](=[O:13])[OH:14])[cH:8][cH:9][cH:10]1.[CH3:15][N:16]([P:17]([N:18]([CH3:19])[CH3:20])([N:21]([CH3:22])[CH3:23])=[O:24])[CH3:25].[CH3:28][I:29].[CH3:30][CH2:31][OH:32].[H-:26].[Na+:27]>>[CH2:1]([CH:2]=[CH2:3])[NH:4][c:5]1[cH:6][c:7]([CH2:11][C:12](=[O:13])[O:14][CH3:15])[cH:8][cH:9][cH:10]1. Procedure details: To a solution of Intermediate 1 (50 mg, 0.13 mmol) in N,N-dimethylformamide (1.5 mL) was added 1-chloromethyl-2,4-difluoro-3-methyl-benzene from Step C (23 mg, 0.13 mmol), potassium carbonate (36 mg, 0.26 mmol) and 18-crown-6 (3 mg). The slurry was heated at 60° C. for three hours. After cooling to room temperature, the reaction was partitioned between ethyl acetate and water. The organic layer was washed with water and brine and dried over magnesium sulfate. The slurry was filtered and concentr... The product is ClC=1C(N(C(=NC1OCC1=C(C(=C(C=C1)F)C)F)C)C1=C(C=CC(=C1)C1=NC(=NC=C1)C(C)(C)O)C)=O (5-chloro-6-(2,4-difluoro-3-methyl-benzyloxy)-3-{5-[2-(1-hydroxy-1-methyl-ethyl)-pyrimidin-4-yl]-2-methyl-phenyl}-2-methyl-3H-pyrimidin-4-one). The yield is 36.5%. The reactants are ClC=1C(N(C(=NC1O)C)C1=C(C=CC(=C1)C1=NC(=NC=C1)C(C)(C)O)C)=O (5-Chloro-6-hydroxy-3-{5-[2-(1-hydroxy-1-methyl-ethyl)-pyrimidin-4-yl]-2-methyl-phenyl}-2-methyl-3H-pyrimidin-4-one), ClCC1=C(C(=C(C=C1)F)C)F (1-chloromethyl-2,4-difluoro-3-methyl-benzene), C([O-])([O-])=O.[K+].[K+] (potassium carbonate), C1COCCOCCOCCOCCOCCO1 (18-crown-6). Reaction SMILES: [Cl:1][C:2]1[C:3](=[O:27])[N:4]([C:10]2[CH:15]=[C:14]([C:16]3[CH:21]=[CH:20][N:19]=[C:18]([C:22]([OH:25])([CH3:24])[CH3:23])[N:17]=3)[CH:13]=[CH:12][C:11]=2[CH3:26])[C:5]([CH3:9])=[N:6][C:7]=1[OH:8].Cl[CH2:29][C:30]1[CH:35]=[CH:34][C:33]([F:36])=[C:32]([CH3:37])[C:31]=1[F:38].C(=O)([O-])[O-].[K+].[K+].C1OCCOCCOCCOCCOCCOC1>CN(C)C=O>[Cl:1][C:2]1[C:3](=[O:27])[N:4]([C:10]2[CH:15]=[C:14]([C:16]3[CH:21]=[CH:20][N:19]=[C:18]([C:22]([OH:25])([CH3:23])[CH3:24])[N:17]=3)[CH:13]=[CH:12][C:11]=2[CH3:26])[C:5]([CH3:9])=[N:6][C:7]=1[O:8][CH2:29][C:30]1[CH:35]=[CH:34][C:33]([F:36])=[C:32]([CH3:37])[C:31]=1[F:38] |f:2.3.4|. Reaction conditions: temperature 60 celsius. Run in CN(C=O)C (N,N-dimethylformamide).